This data is from the Open Reaction Database (ORD), a public repository of structured organic reaction records. The task is: describe an organic reaction: reactants, conditions, products, and yield The reactants are C(C)(C)(C)OC(=O)N1CCN(CC1)C1=NC=C(C=N1)C(=O)O (2-(4-tert-Butoxycarbonyl-piperazin-1-yl)-pyrimidine-5-carboxylic acid), CO (methanol), C1=CC=CC=C1 (benzene), C[Si](C)(C)C=[N+]=[N-] (Trimethylsilyldiazomethane). Run in C(C)(=O)O (acetic acid). Reaction conditions: time 10 minute. Product: COC(=O)C=1C=NC(=NC1)N1CCN(CC1)C(=O)OC(C)(C)C (2-(4-tert-Butoxycarbonyl-piperazin-1-yl)-pyrimidine-5-carboxylic acid methyl ester). The yield is 99.0%. As a reaction SMILES: [C:1]([O:5][C:6]([N:8]1[CH2:13][CH2:12][N:11]([C:14]2[N:19]=[CH:18][C:17]([C:20]([OH:22])=[O:21])=[CH:16][N:15]=2)[CH2:10][CH2:9]1)=[O:7])([CH3:4])([CH3:3])[CH3:2].CO.[CH:25]1C=CC=CC=1.C[Si](C=[N+]=[N-])(C)C>C(O)(=O)C>[CH3:25][O:21][C:20]([C:17]1[CH:16]=[N:15][C:14]([N:11]2[CH2:10][CH2:9][N:8]([C:6]([O:5][C:1]([CH3:4])([CH3:2])[CH3:3])=[O:7])[CH2:13][CH2:12]2)=[N:19][CH:18]=1)=[O:22]. Procedure details: To 2-(4-tert-Butoxycarbonyl-piperazin-1-yl)-pyrimidine-5-carboxylic acid (150 mg, 0.486 mmol) in an oven dried round-bottom flask is added methanol (1.0 mL) and benzene (3.7 mL) under nitrogen, and the reaction stirred for 10 min. Trimethylsilyldiazomethane (0.34 ml, 0.678 mmol) is added and the reaction stirred for 1 h. Glacial acetic acid (0.05 ml) is then added until the yellow color has disappeared. The reaction mixture is concentrated under reduced pressure and co-evaporated with benzene. I... The reactants are COC1=C2C(=CC=NC2=CC(=C1)OC)O (5,7-dimethoxyquinolin-4-ol), O=P(Cl)(Cl)Cl (POCl3). Run in C1(=CC=CC=C1)C (toluene). The product is ClC1=CC=NC2=CC(=CC(=C12)OC)OC (4-chloro-5,7-dimethoxyquinoline). Reaction SMILES: [CH3:1][O:2][C:3]1[CH:12]=[C:11]([O:13][CH3:14])[CH:10]=[C:9]2[C:4]=1[C:5](O)=[CH:6][CH:7]=[N:8]2.O=P(Cl)(Cl)[Cl:18]>C1(C)C=CC=CC=1>[Cl:18][C:5]1[C:4]2[C:9](=[CH:10][C:11]([O:13][CH3:14])=[CH:12][C:3]=2[O:2][CH3:1])[N:8]=[CH:7][CH:6]=1. Reported procedure: To a mixture of crude 5,7-dimethoxyquinolin-4-ol (5.36 g, 26 mmol) and Hunig'sBase (9.1 ml, 52 mmol) in toluene, was added POCl3(29 ml, 313 mmol). The mixture was refluxed for 5 h. Excess POCl3 was removed under reduced pressure and azeotroped with toluene. The resultant gum was treated with sat. NaHCO3 until no gas generated. The mixture was extracted with EtOAc, the organic extracts were combined and washed with sodium bicarbonate and solvent removed under reduced pressure. The crude product w...